Dataset: the Open Reaction Database (ORD), a public repository of structured organic reaction records. Task: describe an organic reaction: reactants, conditions, products, and yield The reactants are [Na] (sodium), C(#N)CC(=O)N (2-cyanoacetamide), ClC1=CC=C(C(=O)C=2C=C(CN=[N+]=[N-])C=CC2Cl)C=C1 (3-(4-chlorobenzoyl)-4-chlorobenzyl azide). Run in C(C)O (ethanol). Run at temperature 0 celsius. Yields the product NC1=C(N=NN1CC1=CC(=C(C=C1)Cl)C(C1=CC=C(C=C1)Cl)=O)C(=O)N (5-amino-1-(3-[4-chlorobenzoyl]-4-chlorobenzyl)-1,2,3-triazole-4-carboxamide). The yield is 60.3%. Reaction SMILES: [Na].[C:2]([CH2:4][C:5]([NH2:7])=[O:6])#[N:3].[Cl:8][C:9]1[CH:27]=[CH:26][C:12]([C:13]([C:15]2[CH:16]=[C:17]([CH:22]=[CH:23][C:24]=2[Cl:25])[CH2:18][N:19]=[N+:20]=[N-:21])=[O:14])=[CH:11][CH:10]=1>C(O)C>[NH2:3][C:2]1[N:19]([CH2:18][C:17]2[CH:22]=[CH:23][C:24]([Cl:25])=[C:15]([C:13](=[O:14])[C:12]3[CH:26]=[CH:27][C:9]([Cl:8])=[CH:10][CH:11]=3)[CH:16]=2)[N:20]=[N:21][C:4]=1[C:5]([NH2:7])=[O:6] |^1:0|. Reported procedure: To a stirred solution of sodium (0.147 g, 6.41 mmol) in ethanol (20 ml) under nitrogen atmosphere was added 2-cyanoacetamide (539 mg, 6.41 mmol) and the mixture was refluxed 10 minutes. The mixture was cooled slightly, 3-(4-chlorobenzoyl)-4-chlorobenzyl azide (1.51 g, 4.93 mmol) was added, and the mixture was refluxed 1 hour. The mixture was cooled to 0° C. and filtered. The product was washed with ice cold ethanol (2×5 ml), water (3×5 ml), ice cold ethanol (2×5 ml), and diethyl ether (10 ml), a...